From a dataset of the Open Reaction Database (ORD), a public repository of structured organic reaction records. describe an organic reaction: reactants, conditions, products, and yield Starting materials: COc1ccc(C(=O)c2ccc(S(N)(=O)=O)s2)cc1, Cl, O, c1ccncc1. Product: NS(=O)(=O)c1ccc(C(=O)c2ccc(O)cc2)s1. As a reaction SMILES: [CH3:1][O:2][c:3]1[cH:4][cH:5][c:6]([C:7](=[O:8])[c:9]2[cH:10][cH:11][c:12]([S:14](=[O:15])(=[O:16])[NH2:17])[s:13]2)[cH:18][cH:19]1.[ClH:20].[OH2:27].[n:21]1[cH:22][cH:23][cH:24][cH:25][cH:26]1>>[OH:2][c:3]1[cH:4][cH:5][c:6]([C:7](=[O:8])[c:9]2[cH:10][cH:11][c:12]([S:14](=[O:15])(=[O:16])[NH2:17])[s:13]2)[cH:18][cH:19]1. The reactants are C(C(C)C)(=O)NC1=NC=C(C=C1C#N)C(CBr)=O (2-isobutyramido-3-cyano-5-(bromoacetyl)pyridine), C[C@H](CC1=CNC2=CC=CC=C12)N (1(R)-methyl-2-(1H-indol-3-yl)ethyl amine), Cl (hydrochloric acid). Run in C(C)#N (acetonitrile), CCOCC (ether). Yields the product N1=CC(=CC=C1)CO (3-pyridinemethanol), NC1=C(C=C(C=N1)[C@H](O)CN[C@@H](CC1=CNC2=CC=CC=C12)C)C#N ((S)-6-Amino-5-cyano-α-[[(1-(R)-methyl-2-(1H-indol-3-yl)ethyl)amino]methyl]-3-pyridinemethanol). RXN SMILES: C([NH:6][C:7]1[C:12]([C:13]#[N:14])=[CH:11][C:10]([C:15](=[O:18])[CH2:16]Br)=[CH:9][N:8]=1)(=O)C(C)C.[CH3:19][C@@H:20]([NH2:31])[CH2:21][C:22]1[C:30]2[C:25](=[CH:26][CH:27]=[CH:28][CH:29]=2)[NH:24][CH:23]=1.Cl>C(#N)C.CCOCC>[N:8]1[CH:7]=[CH:12][CH:11]=[C:10]([CH2:15][OH:18])[CH:9]=1.[NH2:6][C:7]1[N:8]=[CH:9][C:10]([C@@H:15]([CH2:16][NH:31][C@H:20]([CH3:19])[CH2:21][C:22]2[C:30]3[C:25](=[CH:26][CH:27]=[CH:28][CH:29]=3)[NH:24][CH:23]=2)[OH:18])=[CH:11][C:12]=1[C:13]#[N:14]. Reported procedure: A solution of 0.5 g of 2-isobutyramido-3-cyano-5-(bromoacetyl)pyridine and 1.25 g of 1(R)-methyl-2-(1H-indol-3-yl)ethyl amine in 50 ml of dry acetonitrile under nitrogen is stirred for 30 minutes at room temperature. The reaction mixture is made acidic with gaseous hydrochloric acid and then diluted with ether. The solution is concentrated and the residue redissolved in methanol. The solution is cooled in an ice bath and treated slowly with sodium borohydride (0.4 g) for one hour. The pH of the ...